The task is: describe an organic reaction: reactants, conditions, products, and yield. This data is from the Open Reaction Database (ORD), a public repository of structured organic reaction records. Reactants: N1=CC=CC=C1 (pyridine), CS(=O)(=O)Cl (methanesulfonyl chloride), solution, C(C)(C)(C)OC(=O)NCC(O)C1=CC=CC=C1 (2-t-butoxycarbonylamino-1-phenylethanol). Run in C(Cl)Cl (methylene chloride). Run at time 8 hour. Product: C(C)(C)(C)OC(=O)NCC(C1=CC=CC=C1)Cl (2-t-Butoxycarbonylamino-1-chloro-1-phenylethane). As a reaction SMILES: N1C=CC=CC=1.CS([Cl:11])(=O)=O.[C:12]([O:16][C:17]([NH:19][CH2:20][CH:21]([C:23]1[CH:28]=[CH:27][CH:26]=[CH:25][CH:24]=1)O)=[O:18])([CH3:15])([CH3:14])[CH3:13]>C(Cl)Cl>[C:12]([O:16][C:17]([NH:19][CH2:20][CH:21]([Cl:11])[C:23]1[CH:28]=[CH:27][CH:26]=[CH:25][CH:24]=1)=[O:18])([CH3:15])([CH3:14])[CH3:13]. Procedure: A mixture of 3.7 ml of pyridine and 2.2 ml of methanesulfonyl chloride was added dropwise to 35 ml of a solution of 3.5 g of 2-t-butoxycarbonylamino-1-phenylethanol [prepared as described in step (a) above] in methylene chloride and the reaction mixture was allowed to stand overnight at room temperature. The reaction mixture was condensed by evaporation under reduced pressure, and the residue was dissolved in a mixture of ethyl acetate and water. The ethyl acetate layer was separated, washed wit...